describe an organic reaction: reactants, conditions, products, and yield From a dataset of the Open Reaction Database (ORD), a public repository of structured organic reaction records. Reactants: [Al+3], Brc1cccc(C2CO2)c1, O=C([O-])C(O)C(O)C(=O)[O-], CC(C)[O-], CC(C)[O-], CC(C)[O-], ClCCl, [K+], C[Si](C)(C)N=[N+]=[N-], [Na+]. Product: [N-]=[N+]=NC(CO)c1cccc(Br)c1. RXN SMILES: [Al+3:22].[Br:1][c:2]1[cH:3][c:4]([CH:8]2[O:9][CH2:10]2)[cH:5][cH:6][cH:7]1.[C:31]([CH:32]([CH:33]([C:34]([O-:35])=[O:36])[OH:37])[OH:38])([O-:39])=[O:40].[CH3:18][CH:19]([CH3:20])[O-:21].[CH3:23][CH:24]([CH3:25])[O-:26].[CH3:27][CH:28]([CH3:29])[O-:30].[Cl:43][CH2:44][Cl:45].[K+:41].[N:11](=[N+:12]=[N-:13])[Si:14]([CH3:15])([CH3:16])[CH3:17].[Na+:42]>>[Br:1][c:2]1[cH:3][c:4]([CH:8]([CH2:10][OH:9])[N:11]=[N+:12]=[N-:13])[cH:5][cH:6][cH:7]1. Starting materials: BrC1=CC=C(C=C1)C(CC(=O)C1=CC(=NC(=C1)C)F)C1=C(C=CC=C1)C (3-(4-bromo-phenyl)-1-(2-fluoro-6-methyl-pyridin-4-yl)-3-o-tolyl-propan-1-one), Cl.NO (hydroxylamine hydrochloride), C(=O)(O)[O-].[Na+] (NaHCO3). Product: BrC1=CC=C(C=C1)C(CC(=NO)C1=CC(=NC(=C1)C)F)C1=C(C=CC=C1)C (3-(4-Bromo-phenyl)-1-(2-fluoro-6-methyl-pyridin-4-yl)-3-o-tolyl-propan-1-one oxime). RXN SMILES: [Br:1][C:2]1[CH:7]=[CH:6][C:5]([CH:8]([C:20]2[CH:25]=[CH:24][CH:23]=[CH:22][C:21]=2[CH3:26])[CH2:9][C:10]([C:12]2[CH:17]=[C:16]([CH3:18])[N:15]=[C:14]([F:19])[CH:13]=2)=O)=[CH:4][CH:3]=1.Cl.[NH2:28][OH:29].C([O-])(O)=O.[Na+]>>[Br:1][C:2]1[CH:7]=[CH:6][C:5]([CH:8]([C:20]2[CH:25]=[CH:24][CH:23]=[CH:22][C:21]=2[CH3:26])[CH2:9][C:10]([C:12]2[CH:17]=[C:16]([CH3:18])[N:15]=[C:14]([F:19])[CH:13]=2)=[N:28][OH:29])=[CH:4][CH:3]=1 |f:1.2,3.4|. Procedure: In analogy to example 74, step 7, from 3-(4-bromo-phenyl)-1-(2-fluoro-6-methyl-pyridin-4-yl)-3-o-tolyl-propan-1-one and hydroxylamine hydrochloride in the presence of NaHCO3 was prepared the title compound as a mixture of E and Z isomers (2.4:1) as a colorless oil, MS (ESI+): m/z=427.0804 ([M+H]+, 1Br). Starting materials: ClC1=C(C=CC=2C(C3=C(C=CC=C3OC12)Cl)=O)O (4,8-dichloro-3-hydroxy-9-oxo-9H-xanthene), C([O-])([O-])=O.[K+].[K+] (potassium carbonate), BrCC(=O)OCC (ethyl bromoacetate), [OH-].[Na+] (sodium hydroxide). The solvent is CN(C)C=O (DMF), O (water). Run at time 6.5 hour. The product is ClC1=C(C=CC=2C(C3=C(C=CC=C3OC12)Cl)=O)OCC(=O)O (4,8-dichloro-9-oxo-9H-xanthene-3-yloxyacetic acid). Isolated yield 71.0%. As a reaction SMILES: [Cl:1][C:2]1[C:15]2[O:14][C:13]3[C:8](=[C:9]([Cl:16])[CH:10]=[CH:11][CH:12]=3)[C:7](=[O:17])[C:6]=2[CH:5]=[CH:4][C:3]=1[OH:18].C(=O)([O-])[O-].[K+].[K+].Br[CH2:26][C:27]([O:29]CC)=[O:28].[OH-].[Na+]>O.CN(C=O)C>[Cl:1][C:2]1[C:15]2[O:14][C:13]3[C:8](=[C:9]([Cl:16])[CH:10]=[CH:11][CH:12]=3)[C:7](=[O:17])[C:6]=2[CH:5]=[CH:4][C:3]=1[O:18][CH2:26][C:27]([OH:29])=[O:28] |f:1.2.3,5.6|. Reported procedure: A mixture of 4,8-dichloro-3-hydroxy-9-oxo-9H-xanthene (2.8 g), potassium carbonate (3.4 g), ethyl bromoacetate (4.2 g) and DMF (60 ml) was stirred at 60°-65° C. for 6.5 hours. After cooling the mixture, sodium hydroxide (4 g) and water (100 ml) were added and the solid crystal was recovered by filtration, washed with water and dried. Recrystallization from DMF gave 2.4 g of 4,8-dichloro-9-oxo-9H-xanthene-3-yloxyacetic acid. m.p. 270°-271° C. This compound showed a mass spectrum having a molecula... Reported procedure: A 28% methanol solution of sodium methoxide, 2.52 g, is diluted with 50 ml of dry methanol To this, 2.00 g of 7-chloro-5-methyl-[1,2,4]triazolo[1,5-a]pyrimidine is added at room temperature and stirred for 30 minutes. The solvent is evaporated under reduced pressure and the residue is treated with water and extracted twice with dichloromethane. The combined extract is washed with saline and dried over anhydrous potassium carbonate. Evaporation of the solvent under reduced pressure gives 1.69 g o... Reaction conditions: time 30 minute. Run in CO (methanol), CO (methanol). As a reaction SMILES: [CH3:1][O-:2].[Na+].Cl[C:5]1[N:10]2[N:11]=[CH:12][N:13]=[C:9]2[N:8]=[C:7]([CH3:14])[CH:6]=1>CO>[CH3:1][O:2][C:5]1[N:10]2[N:11]=[CH:12][N:13]=[C:9]2[N:8]=[C:7]([CH3:14])[CH:6]=1 |f:0.1|. Starting materials: C[O-].[Na+] (sodium methoxide), ClC1=CC(=NC=2N1N=CN2)C (7-chloro-5-methyl-[1,2,4]triazolo[1,5-a]pyrimidine). The product is COC1=CC(=NC=2N1N=CN2)C (7-Methoxy-5-methyl-[1,2,4]triazolo[1,5-a]pyrimidine). The reagents and catalysts are [Cu]Cl (copper(I) chloride). Reported procedure: Ethyl 5-amino-1-(4-fluorophenyl)pyrazole-4-carboxylate (5.4 g) was dissolved in 12N hydrochloric acid, and aqueous solution (10 ml) containing sodium nitrite (4.5 g) was added dropwise thereto under ice-cooling, which was followed by stirring for 2 h. An aqueous solution (10 ml) containing copper(I) chloride (10.7 g) was added and the mixture was stirred for 30 min. The mixture was warmed to room temperature and stirred further for 2 h. Solid was filtered off with Celite and ethyl acetate was ad... Reaction conditions: time 2 hour. As a reaction SMILES: N[C:2]1[N:6]([C:7]2[CH:12]=[CH:11][C:10]([F:13])=[CH:9][CH:8]=2)[N:5]=[CH:4][C:3]=1[C:14]([O:16][CH2:17][CH3:18])=[O:15].N([O-])=O.[Na+].[ClH:23]>[Cu]Cl>[Cl:23][C:2]1[N:6]([C:7]2[CH:12]=[CH:11][C:10]([F:13])=[CH:9][CH:8]=2)[N:5]=[CH:4][C:3]=1[C:14]([O:16][CH2:17][CH3:18])=[O:15] |f:1.2|. The product is ClC1=C(C=NN1C1=CC=C(C=C1)F)C(=O)OCC (ethyl 5-chloro-1-(4-fluorophenyl)pyrazole-4-carboxylate). Reactants: solution, solution, N(=O)[O-].[Na+] (sodium nitrite), NC1=C(C=NN1C1=CC=C(C=C1)F)C(=O)OCC (Ethyl 5-amino-1-(4-fluorophenyl)pyrazole-4-carboxylate), Cl (hydrochloric acid). Starting materials: 57, C(C)N1N=NNC1=O (1-ethyl-1,4-dihydro-5H-tetrazol-5one), BrCCBr (1,2-dibromoethane), C1=CC=CC=C1 (benzene). The reagents and catalysts are C([O-])([O-])=O.[Ag+2] (silver carbonate). Run in O (water). Yields the product 22.3, BrCCOC1=NN=NN1CC (5-(2-bromoethoxy)-1-ethyl-1H-tetrazole). Yield: 40.0%. As a reaction SMILES: [CH2:1]([N:3]1[C:7](=[O:8])[NH:6][N:5]=[N:4]1)[CH3:2].[Br:9][CH2:10][CH2:11]Br.C1C=CC=CC=1>C(=O)([O-])[O-].[Ag+2].O>[Br:9][CH2:10][CH2:11][O:8][C:7]1[N:3]([CH2:1][CH3:2])[N:4]=[N:5][N:6]=1 |f:3.4|. Reported procedure: A mixture of 57 parts of 1-ethyl-1,4-dihydro-5H-tetrazol-5one, 69 parts of 1,2-dibromoethane, 564 parts of silver carbonate and 900 parts of benzene was stirred and refluxed over weekend using a water separator (in the darkness). The whole was filtered off over Hyflo while hot, washed with trichloromethane and the filtrate was evaporated to dry. The residue was purified by column chromatography over silica gel using trichloromethane as eluent. The second fraction was collected and the eluent was... The reactants are C([O-])(O)=O.[Na+] (sodium bicarbonate), C(OC)(OC)OC (trimethyl orthoformate), C1(=CC=C(C=C1)S(=O)(=O)O)C (p-toluene sulfonic acid), C(C1=CC=CC=C1)OC1CCC(CC1)=O (4-benzyloxy cyclohexanone). The solvent is ClCCl (dichloromethane), CO (methanol). Reaction conditions: time 8 hour. Product: COC1(CCC(CC1)OCC1=CC=CC=C1)OC ((4,4-Dimethoxy-cyclohexyloxymethyl)-benzene). As a reaction SMILES: [CH:1]([O:6][CH3:7])([O:4][CH3:5])OC.C1(C)C=CC(S(O)(=O)=O)=CC=1.[CH2:19]([O:26][CH:27]1[CH2:32][CH2:31]C(=O)[CH2:29][CH2:28]1)[C:20]1[CH:25]=[CH:24][CH:23]=[CH:22][CH:21]=1.C(=O)(O)[O-].[Na+]>CO.ClCCl>[CH3:7][O:6][C:1]1([O:4][CH3:5])[CH2:29][CH2:28][CH:27]([O:26][CH2:19][C:20]2[CH:21]=[CH:22][CH:23]=[CH:24][CH:25]=2)[CH2:32][CH2:31]1 |f:3.4|. Reported procedure: 529 mL of trimethyl orthoformate and 32 mg of p-toluene sulfonic acid were added to a solution of 4-benzyloxy cyclohexanone in 20 mL of dry methanol and the mixture was stirred overnight. 20 mL of saturated aqueous sodium bicarbonate solution and 20 mL of dichloromethane were added, the aqueous layer was extracted several times with dichloromethane and the combined organic layers were dried and evaporated to dryness to yield 1.50 g of the desired product, which was used without further purificat...